Dataset: the Open Reaction Database (ORD), a public repository of structured organic reaction records. Task: describe an organic reaction: reactants, conditions, products, and yield The reactants are Cc1cccc(OCc2ccccc2)c1[N+](=O)[O-], CCOC(C)=O, Cl[Sn]Cl. Product: Cc1cccc(OCc2ccccc2)c1N. Reaction SMILES: [CH2:1]([c:2]1[cH:3][cH:4][cH:5][cH:6][cH:7]1)[O:8][c:9]1[c:10]([N+:16]([O-:17])=[O:18])[c:11]([CH3:15])[cH:12][cH:13][cH:14]1.[CH3:22][CH2:23][O:24][C:25]([CH3:26])=[O:27].[Sn:19]([Cl:20])[Cl:21]>>[CH2:1]([c:2]1[cH:3][cH:4][cH:5][cH:6][cH:7]1)[O:8][c:9]1[c:10]([NH2:16])[c:11]([CH3:15])[cH:12][cH:13][cH:14]1. Starting materials: Cl (hydrochloric acid), C(C1=CC=CC=C1)N1C(C(=C(C2=CC=CC=C12)O)C(=O)OCC)=O (ethyl 1-benzyl-4-hydroxy-1,2-dihydro-2-oxoquinoline-3-carboxylate), C(CCCCC)NCCCCCC (dihexylamine). The solvent is C(Cl)(Cl)Cl (chloroform). Reaction conditions: temperature 130 celsius. The product is C(CCCCC)N(C(=O)C=1C(N(C2=CC=CC=C2C1O)CC1=CC=CC=C1)=O)CCCCCC (N,N-dihexyl-1-benzyl-4-hydroxy-1,2-dihydro-2-oxoquinoline-3-carboxamide). Reaction SMILES: [CH2:1]([N:8]1[C:17]2[C:12](=[CH:13][CH:14]=[CH:15][CH:16]=2)[C:11]([OH:18])=[C:10]([C:19]([O:21]CC)=O)[C:9]1=[O:24])[C:2]1[CH:7]=[CH:6][CH:5]=[CH:4][CH:3]=1.[CH2:25]([NH:31][CH2:32][CH2:33][CH2:34][CH2:35][CH2:36][CH3:37])[CH2:26][CH2:27][CH2:28][CH2:29][CH3:30].Cl>C(Cl)(Cl)Cl>[CH2:32]([N:31]([CH2:25][CH2:26][CH2:27][CH2:28][CH2:29][CH3:30])[C:19]([C:10]1[C:9](=[O:24])[N:8]([CH2:1][C:2]2[CH:7]=[CH:6][CH:5]=[CH:4][CH:3]=2)[C:17]2[C:12]([C:11]=1[OH:18])=[CH:13][CH:14]=[CH:15][CH:16]=2)=[O:21])[CH2:33][CH2:34][CH2:35][CH2:36][CH3:37]. Reported procedure: A mixture of 0.30 g of ethyl 1-benzyl-4-hydroxy-1,2-dihydro-2-oxoquinoline-3-carboxylate and 2 ml of dihexylamine was stirred under heating at 130° C. for 2 hours. After cooling to room temperature, to the reaction solution were added chloroform and 1 N hydrochloric acid, and the separated organic phase was washed with 1 N hydrochloric acid and water. The organic phase was dried over anhydrous magnesium sulfate. After removal of the drying agent by filtration, the filtrate was concentrated under... As a reaction SMILES: [C:41]([O:42][BH-:43]([O:44][C:45](=[O:46])[CH3:47])[O:48][C:49](=[O:50])[CH3:51])(=[O:52])[CH3:53].[CH3:20][S:21](=[O:22])(=[O:23])[N:24]1[CH2:25][CH2:26][NH:27][CH2:28][CH2:29]1.[CH3:30][O:31][CH:32]([O:33][CH3:34])[O:35][CH3:36].[CH3:37][C:38](=[O:39])[OH:40].[Cl:1][c:2]1[n:3][c:4]([N:14]2[CH2:15][CH2:16][O:17][CH2:18][CH2:19]2)[c:5]2[n:6][c:7]([CH:12]=[O:13])[n:8]([CH3:11])[c:9]2[n:10]1.[Cl:55][CH:56]([Cl:57])[CH3:58].[Na+:54]>>[Cl:1][c:2]1[n:3][c:4]([N:14]2[CH2:15][CH2:16][O:17][CH2:18][CH2:19]2)[c:5]2[n:6][c:7]([CH2:12][N:27]3[CH2:26][CH2:25][N:24]([S:21]([CH3:20])(=[O:22])=[O:23])[CH2:29][CH2:28]3)[n:8]([CH3:11])[c:9]2[n:10]1. Yields the product Cn1c(CN2CCN(S(C)(=O)=O)CC2)nc2c(N3CCOCC3)nc(Cl)nc21. Reactants: CC(=O)O[BH-](OC(C)=O)OC(C)=O, CS(=O)(=O)N1CCNCC1, COC(OC)OC, CC(=O)O, Cn1c(C=O)nc2c(N3CCOCC3)nc(Cl)nc21, CC(Cl)Cl, [Na+]. Starting materials: ClC1=CC=C(C=O)C=C1 (4-chlorobenzaldehyde), CC1=NOC(=C1C1=CC=C(C=C1)S(=O)(=O)N)C1=CC=CC=C1 (4-[3-Methyl-5-phenylisoxazol-4-yl]benzenesulfonamide), CN(CCN(C)C)C (tetramethylethylenediamine), C(CCC)[Li] (n-butyllithium). Run in O1CCCC1 (tetrahydrofuran), O (water), O1CCCC1 (tetrahydrofuran). Reaction conditions: temperature -40 celsius. The product is ClC1=CC=C(C=C1)C(CC1=NOC(=C1C1=CC=C(C=C1)S(=O)(=O)N)C1=CC=CC=C1)O (4-[3-[2-(4-Chlorophenyl)-2-hydroxyethyl]-5-phenylisoxazol-4-yl]benzenesulfonamide). The yield is 45.3%. Reaction SMILES: [CH3:1][C:2]1[C:6]([C:7]2[CH:12]=[CH:11][C:10]([S:13]([NH2:16])(=[O:15])=[O:14])=[CH:9][CH:8]=2)=[C:5]([C:17]2[CH:22]=[CH:21][CH:20]=[CH:19][CH:18]=2)[O:4][N:3]=1.CN(C)CCN(C)C.C([Li])CCC.[Cl:36][C:37]1[CH:44]=[CH:43][C:40]([CH:41]=[O:42])=[CH:39][CH:38]=1>O1CCCC1.O>[Cl:36][C:37]1[CH:44]=[CH:43][C:40]([CH:41]([OH:42])[CH2:1][C:2]2[C:6]([C:7]3[CH:8]=[CH:9][C:10]([S:13]([NH2:16])(=[O:15])=[O:14])=[CH:11][CH:12]=3)=[C:5]([C:17]3[CH:18]=[CH:19][CH:20]=[CH:21][CH:22]=3)[O:4][N:3]=2)=[CH:39][CH:38]=1. Reported procedure: To a cold (-70° C.) solution of 4-[3-methyl-5-phenylisoxazol-4-yl]benzenesulfonamide (Example 13) (250 mg, 0.8 mmol) and tetramethylethylenediamine (277 mg, 2.4 mmol) in tetrahydrofuran (5 mL) under an argon atmosphere was added n-butyllithium (1.3 mL of 1.84M in hexane, 2.4 mmol). The solution was warmed to -40° C. for 15 minutes, recooled to -70° C., and a solution of 4-chlorobenzaldehyde (337 mg, 2.4 mmol) in tetrahydrofuran (3 mL) was added. The mixture was warmed to room temperature over 30...